From a dataset of the Open Reaction Database (ORD), a public repository of structured organic reaction records. describe an organic reaction: reactants, conditions, products, and yield Starting materials: ClC1=C2N(C(C(=C1)NC1=NC=NC=C1C#C[Si](C)(C)C)=O)C1(NC2=O)CCCCC1 (8′-chloro-6′-((5-((trimethylsilyl)ethynyl)pyrimidin-4-yl)amino)-2′H-spiro[cyclohexane-1,3′-imidazo[1,5-a]pyridine]-1′,5′-dione), C([O-])([O-])=O.[K+].[K+] (potassium carbonate). The solvent is CO (methanol). Conditions: time 16 hour. Yields the product ClC1=C2N(C(C(=C1)NC1=NC=NC=C1C#C)=O)C1(NC2=O)CCCCC1 (8′-chloro-6′-((5-ethynylpyrimidin-4-yl)amino)-2′H-spiro[cyclohexane-1,3′-imidazo[1,5-a]pyridine]-1′,5′-dione). As a reaction SMILES: [Cl:1][C:2]1[CH:7]=[C:6]([NH:8][C:9]2[C:14]([C:15]#[C:16][Si](C)(C)C)=[CH:13][N:12]=[CH:11][N:10]=2)[C:5](=[O:21])[N:4]2[C:22]3([CH2:30][CH2:29][CH2:28][CH2:27][CH2:26]3)[NH:23][C:24](=[O:25])[C:3]=12.C(=O)([O-])[O-].[K+].[K+]>CO>[Cl:1][C:2]1[CH:7]=[C:6]([NH:8][C:9]2[C:14]([C:15]#[CH:16])=[CH:13][N:12]=[CH:11][N:10]=2)[C:5](=[O:21])[N:4]2[C:22]3([CH2:30][CH2:29][CH2:28][CH2:27][CH2:26]3)[NH:23][C:24](=[O:25])[C:3]=12 |f:1.2.3|. Procedure details: A flask was charged with 8′-chloro-6′-((5-((trimethylsilyl)ethynyl)pyrimidin-4-yl)amino)-2′H-spiro[cyclohexane-1,3′-imidazo[1,5-a]pyridine]-1′,5′-dione (5, 300 mg, 0.67 mmol) and methanol (20 mL) followed by addition of potassium carbonate (469 mg, 3.39 mmol) at room temperature and reaction mixture was stirred for 16 h. After completion, solvent was concentrated under reduced pressure and the resulting residue was further washed with water followed by diethyl ether and pentane to afford 8′-chlo... Starting materials: COC(=O)C(Cc1ccc(OCC(=O)OC(C)(C)C)cc1)OCc1ccc(F)cc1, Cl, C1COCCO1. Yields the product COC(=O)C(Cc1ccc(OCC(=O)O)cc1)OCc1ccc(F)cc1. As a reaction SMILES: [C:1]([CH3:2])([CH3:3])([CH3:4])[O:5][C:6](=[O:7])[CH2:8][O:9][c:10]1[cH:11][cH:12][c:13]([CH2:16][CH:17]([C:18](=[O:19])[O:20][CH3:21])[O:22][CH2:23][c:24]2[cH:25][cH:26][c:27]([F:30])[cH:28][cH:29]2)[cH:14][cH:15]1.[ClH:37].[O:31]1[CH2:32][CH2:33][O:34][CH2:35][CH2:36]1>>[O:5]=[C:6]([OH:7])[CH2:8][O:9][c:10]1[cH:11][cH:12][c:13]([CH2:16][CH:17]([C:18](=[O:19])[O:20][CH3:21])[O:22][CH2:23][c:24]2[cH:25][cH:26][c:27]([F:30])[cH:28][cH:29]2)[cH:14][cH:15]1. Reactants: C(C)(C)NC(C)C (diisopropylamine), solution, C(CCC)[Li] (butyllithium), CCCCCC (hexane), resultant solution, CC1=C2C(=NC(=C1)C)N(C=C2C#N)[C@H]2CCCC1=CC=CC=C21 (4,6-dimethyl-1-[(1S)-1,2,3,4-tetrahydronaphthalen-1-yl]-1H-pyrrolo[2,3-b]pyridine-3-carbonitrile), CN(C=O)C (Dimethylformamide). Run in O (water), O1CCCC1 (tetrahydrofuran), C1CCOC1 (THF). Conditions: temperature -78 celsius, time 15 minute. The product is C(=O)C1=C(C=2C(=NC(=CC2C)C)N1[C@H]1CCCC2=CC=CC=C12)C#N (2-formyl-4,6-dimethyl-1-[(1S)-1,2,3,4-tetrahydronaphthalen-1-yl]-1H-pyrrolo[2,3-b]pyridine-3-carbonitrile). RXN SMILES: C(NC(C)C)(C)C.C([Li])CCC.CCCCCC.[CH3:19][C:20]1[CH:25]=[C:24]([CH3:26])[N:23]=[C:22]2[N:27]([C@@H:32]3[C:41]4[C:36](=[CH:37][CH:38]=[CH:39][CH:40]=4)[CH2:35][CH2:34][CH2:33]3)[CH:28]=[C:29]([C:30]#[N:31])[C:21]=12.CN(C)[CH:44]=[O:45]>O1CCCC1.O>[CH:44]([C:28]1[N:27]([C@@H:32]2[C:41]3[C:36](=[CH:37][CH:38]=[CH:39][CH:40]=3)[CH2:35][CH2:34][CH2:33]2)[C:22]2=[N:23][C:24]([CH3:26])=[CH:25][C:20]([CH3:19])=[C:21]2[C:29]=1[C:30]#[N:31])=[O:45]. Procedure: To a solution of diisopropylamine (2.36 ml, 18.0 mmol) in tetrahydrofuran (22 ml) was added a 1.6 N solution of butyllithium in hexane (11.3 ml, 18.0 mmol) at −78° C., and the mixture was stirred at −78° C. for 15 minutes. To the resultant solution was added dropwise a solution of 4,6-dimethyl-1-[(1S)-1,2,3,4-tetrahydronaphthalen-1-yl]-1H-pyrrolo[2,3-b]pyridine-3-carbonitrile (3.61 g, 12.0 mmol) in THF (60 ml) at −78° C., and the mixture was stirred at 78° C. for 30 minutes. Dimethylformamide (3... Reaction SMILES: [BH4-:43].[CH3:1][N:2]([c:3]1[cH:4][c:5]([O:23][C:24]([F:25])([F:26])[F:27])[cH:6][c:7]2[cH:8][c:9]([C:12]3=[N:16][CH2:15][CH:14]([CH2:17][C:18](=[O:19])[O:20][CH2:21][CH3:22])[S:13]3)[nH:10][c:11]12)[S:28](=[O:29])(=[O:30])[c:31]1[s:32][cH:33][cH:34][cH:35]1.[CH3:41][OH:42].[Li+:44].[O:36]1[CH2:37][CH2:38][CH2:39][CH2:40]1.[OH2:45]>>[CH3:1][N:2]([c:3]1[cH:4][c:5]([O:23][C:24]([F:25])([F:26])[F:27])[cH:6][c:7]2[cH:8][c:9]([C:12]3=[N:16][CH2:15][CH:14]([CH2:17][CH2:18][OH:19])[S:13]3)[nH:10][c:11]12)[S:28](=[O:29])(=[O:30])[c:31]1[s:32][cH:33][cH:34][cH:35]1. Starting materials: [BH4-], CCOC(=O)CC1CN=C(c2cc3cc(OC(F)(F)F)cc(N(C)S(=O)(=O)c4cccs4)c3[nH]2)S1, CO, [Li+], C1CCOC1, O. The product is CN(c1cc(OC(F)(F)F)cc2cc(C3=NCC(CCO)S3)[nH]c12)S(=O)(=O)c1cccs1.